Dataset: the Open Reaction Database (ORD), a public repository of structured organic reaction records. Task: describe an organic reaction: reactants, conditions, products, and yield Starting materials: N([C@@H](CCCCNC(=O)OCC1=CC=CC=C1)C(=O)C(=O)NCCCCCCCCCCC)C(=O)OC(C)(C)C (BocLys(Z)C(O)NH(CH2)10CH3), FC(C(=O)O)(F)F (trifluoroacetic acid). The solvent is ClCCl (dichloromethane). Yields the product N[C@@H](CCCCNC(=O)OCC1=CC=CC=C1)C(=O)O (Lys(Z)). As a reaction SMILES: [NH:1](C(OC(C)(C)C)=O)[C@H:2]([C:18](C(NCCCCCCCCCCC)=O)=[O:19])[CH2:3][CH2:4][CH2:5][CH2:6][NH:7][C:8]([O:10][CH2:11][C:12]1[CH:17]=[CH:16][CH:15]=[CH:14][CH:13]=1)=[O:9].FC(F)(F)C(O)=[O:44]>ClCCl>[NH2:1][C@H:2]([C:18]([OH:19])=[O:44])[CH2:3][CH2:4][CH2:5][CH2:6][NH:7][C:8]([O:10][CH2:11][C:12]1[CH:13]=[CH:14][CH:15]=[CH:16][CH:17]=1)=[O:9]. Procedure details: The 7,2 g of 1j were dissolved in 30 ml of dichloromethane and 15 ml of trifluoroacetic acid were added. The Boc group was immediately removed. After concentration, adding of ether and washing with NaHCO3, the organic phase was dried and concentrated. The Lys(Z) [C(O)NH(CH2)10CH3 ][NH2 ] formed was allowed to reactwith C8F17CH2CH2CO2H (7,6 g, 1,34.10-2 mole); 2.7 g of DCC (1.34.10-2 mole) and 100 mg of HOBT. The peptidiccoupling was carried out in dimethylformamide (DMF). After 24 h the DCU wasf... As a reaction SMILES: Br[C:2]1[CH:10]=[C:9]2[C:5]([C:6]([CH3:18])=[N:7][N:8]2[C:11]2[CH:16]=[CH:15][N:14]=[C:13]([NH2:17])[N:12]=2)=[CH:4][CH:3]=1.N1CCCCC1.[S:25]1[CH:29]=[CH:28][N:27]=[C:26]1[C:30]([OH:34])([C:32]#[CH:33])[CH3:31]>C1C=CC([P]([Pd]([P](C2C=CC=CC=2)(C2C=CC=CC=2)C2C=CC=CC=2)([P](C2C=CC=CC=2)(C2C=CC=CC=2)C2C=CC=CC=2)[P](C2C=CC=CC=2)(C2C=CC=CC=2)C2C=CC=CC=2)(C2C=CC=CC=2)C2C=CC=CC=2)=CC=1.[Cu]I>[NH2:17][C:13]1[N:12]=[C:11]([N:8]2[C:9]3[C:5](=[CH:4][CH:3]=[C:2]([C:33]#[C:32][C:30]([C:26]4[S:25][CH:29]=[CH:28][N:27]=4)([OH:34])[CH3:31])[CH:10]=3)[C:6]([CH3:18])=[N:7]2)[CH:16]=[CH:15][N:14]=1 |^1:38,40,59,78|. Run at temperature 60 celsius, time 1.5 hour. The product is NC1=NC=CC(=N1)N1N=C(C2=CC=C(C=C12)C#CC(C)(O)C=1SC=CN1)C (4-[1-(2-aminopyrimidin-4-yl)-3-methyl-1H-indazol-6-yl]-2-(1,3-thiazol-2-yl)but-3-yn-2-ol). Reagents/catalysts: C=1C=CC(=CC1)[P](C=2C=CC=CC2)(C=3C=CC=CC3)[Pd]([P](C=4C=CC=CC4)(C=5C=CC=CC5)C=6C=CC=CC6)([P](C=7C=CC=CC7)(C=8C=CC=CC8)C=9C=CC=CC9)[P](C=1C=CC=CC1)(C=1C=CC=CC1)C=1C=CC=CC1 (tetrakis(triphenylphosphine)palladium), [Cu]I (copper(I) iodide). Reported procedure: To a mixture of 4-(6-bromo-3-methyl-1H-indazol-1-yl)pyrimidin-2-amine (5-a) (240 mg, 0.489 mmol) and piperidine (1.2 mL) was added tetrakis(triphenylphosphine)palladium (53.5 mg, 0.049 mmol), copper(I) iodide (9.3 mg, 0.049 mmol) and 2-(1,3-thiazol-2-yl)but-3-yn-2-ol (I-1) (150 mg, 0.978 mmol). The reaction was purged with N2 and stirred at 60° C. for 1.5 hr. The reaction mixture was concentrated in vacuo. EtOAc (2 mL) was added to the residue and concentration in vacuo was repeated. The resulta... The reactants are BrC1=CC=C2C(=NN(C2=C1)C1=NC(=NC=C1)N)C (4-(6-bromo-3-methyl-1H-indazol-1-yl)pyrimidin-2-amine), N1CCCCC1 (piperidine), S1C(=NC=C1)C(C)(C#C)O (2-(1,3-thiazol-2-yl)but-3-yn-2-ol). Starting materials: C(C)OC(C=CC1=CC(=C(C=C1)N)O)=O (3-(4-Amino-3-hydroxyphenyl)-acrylic acid ethyl ester), C(=O)(O)[O-].[Na+] (NaHCO3), ClCC(=O)Cl (chloroacetyl chloride). Run in C(Cl)(Cl)Cl (CHCl3), C(Cl)(Cl)Cl (CHCl3). Conditions: temperature 0 celsius, time 1 hour. Yields the product C(C)OC(C=CC1=CC(=C(C=C1)NC(CCl)=O)O)=O (3-[4-(2-Chloroacetylamino)-3-hydroxyphenyl]acrylic acid ethyl ester). Reaction SMILES: [CH2:1]([O:3][C:4](=[O:15])[CH:5]=[CH:6][C:7]1[CH:12]=[CH:11][C:10]([NH2:13])=[C:9]([OH:14])[CH:8]=1)[CH3:2].C([O-])(O)=O.[Na+].[Cl:21][CH2:22][C:23](Cl)=[O:24]>C(Cl)(Cl)Cl>[CH2:1]([O:3][C:4](=[O:15])[CH:5]=[CH:6][C:7]1[CH:12]=[CH:11][C:10]([NH:13][C:23](=[O:24])[CH2:22][Cl:21])=[C:9]([OH:14])[CH:8]=1)[CH3:2] |f:1.2|. Procedure details: To a stirred solution of 10-3 (3.38 g, 16.3 mmol) in CHCl3 (80 mL) was added saturated NaHCO3 (50 mL) and it was then chilled to 0° C. A solution of chloroacetyl chloride (1.94 mL, 24.4 mmol) in CHCl3 (30 mL) was added dropwise to the chilled biphase. Upon addition completion, the reaction was stirred at 0° C. for 1 h. The layers were separated and the aqueous layer was extracted twice with EtOAc. The combined organic layers were washed with brine, dried (Na2SO4) and concentrated to give 10-4 wh... The reactants are FC(C1=CC=C(CBr)C=C1)(F)F (4-(trifluoromethyl)benzyl bromide), CC1=CC=C(C=C1)S(=O)(=O)OCCC1=CC=CC=C1 (phenethyl 4-methylbenzenesulfonate), CC1=C(SC(=C1)N1C(NCC1)=O)C(=O)OCC (ethyl 3-methyl-5-(2-oxoimidazolidin-1-yl)thiophene-2-carboxylate). Product: CC1=C(SC(=C1)N1C(N(CC1)CCC1=CC=CC=C1)=O)C(=O)OCC (ethyl 3-methyl-5-(2-oxo-3-phenethylimidazolidin-1-yl)thiophene-2-carboxylate). The yield is 63.0%. As a reaction SMILES: FC(F)(F)C1C=CC(CBr)=CC=1.CC1C=CC(S(O[CH2:24][CH2:25][C:26]2[CH:31]=[CH:30][CH:29]=[CH:28][CH:27]=2)(=O)=O)=CC=1.[CH3:32][C:33]1[CH:37]=[C:36]([N:38]2[CH2:42][CH2:41][NH:40][C:39]2=[O:43])[S:35][C:34]=1[C:44]([O:46][CH2:47][CH3:48])=[O:45]>>[CH3:32][C:33]1[CH:37]=[C:36]([N:38]2[CH2:42][CH2:41][N:40]([CH2:24][CH2:25][C:26]3[CH:27]=[CH:28][CH:29]=[CH:30][CH:31]=3)[C:39]2=[O:43])[S:35][C:34]=1[C:44]([O:46][CH2:47][CH3:48])=[O:45]. Procedure details: Following the procedure as described in Example 13, making variations as required to replace 4-(trifluoromethyl)benzyl bromide with phenethyl 4-methylbenzenesulfonate to react with ethyl 3-methyl-5-(2-oxoimidazolidin-1-yl)thiophene-2-carboxylate, the title compound was obtained as a colorless solid in 63% yield: 1H NMR (300 MHz, CDCl3) δ 7.35-7.19 (m, 5H), 6.12 (s, 1H), 4.27 (q, J=7.1 Hz, 2H), 3.78-3.71 (m, 2H), 3.56 (t, J=7.4 Hz, 2H), 3.47-3.39 (m, 2H), 2.90 (t, J=7.4 Hz, 2H), 2.49 (s, 3H), 1.3... Reactants: N(=[N+]=[N-])[C@H]1C[C@@H](O[C@@H]1COC(C1=CC=CC=C1)(C1=CC=CC=C1)C1=CC=CC=C1)N1C(=O)NC(=O)C=C1 (3'-azido-5'-O-trityl-2',3'-dideoxyuridine). The solvent is C(C)(=O)O (acetic acid). The product is N(=[N+]=[N-])[C@H]1C[C@@H](O[C@@H]1CO)N1C(=O)NC(=O)C=C1 (3'-azido-2',3'-dideoxyuridine). The yield is 68.8%. Reaction SMILES: [N:1]([C@@H:4]1[C@@H:8]([CH2:9][O:10]C(C2C=CC=CC=2)(C2C=CC=CC=2)C2C=CC=CC=2)[O:7][C@@H:6]([N:30]2[CH:37]=[CH:36][C:34](=[O:35])[NH:33][C:31]2=[O:32])[CH2:5]1)=[N+:2]=[N-:3]>C(O)(=O)C>[N:1]([C@@H:4]1[C@@H:8]([CH2:9][OH:10])[O:7][C@@H:6]([N:30]2[CH:37]=[CH:36][C:34](=[O:35])[NH:33][C:31]2=[O:32])[CH2:5]1)=[N+:2]=[N-:3]. Reported procedure: A mixture of 3'-azido-5'-O-trityl-2',3'-dideoxyuridine (63 g, 0.132 mol) and 300 ml of acetic acid (80%) was heated at 95°-100° C. for two hours. The reaction mixture was cooled in an ice-bath and the solid separated was filtered off. The filtrate was evaporated to dryness. The residue was dissolved in a methanol-chloroform mixture and concentrated to a syrup. The residue was purified by flash vacuum chromatography over a silica gel column eluting sequentially with chloroform-methanol (70:1), ch...